Task: describe an organic reaction: reactants, conditions, products, and yield. Dataset: the Open Reaction Database (ORD), a public repository of structured organic reaction records Starting materials: Cl.O1CCOCC1 (HCl dioxane), C(C)(C)(C)OC(=O)N1CCC(CC1)C(CCN1CC2CN(CC2C1)C(=O)C=1C(=NC=NC1C)C)C1=CC=CC=C1 (4-{3-[5-(4,6-Dimethyl-pyrimidine-5-carbonyl)-hexahydro-pyrrolo[3,4-c]pyrrol-2-yl]-1-phenyl-propyl}-piperidine-1-carboxylic acid tert-butyl ester), ClC(=O)OC (Methyl chloroformate), TEA. Run in C(Cl)Cl (DCM). Conditions: time 90 minute. The product is COC(=O)N1CCC(CC1)C(CCN1CC2CN(CC2C1)C(=O)C=1C(=NC=NC1C)C)C1=CC=CC=C1 (4-{3-[5-(4,6-Dimethyl-pyrimidine-5-carbonyl)-hexahydro-pyrrolo[3,4-c]pyrrol-2-yl]-1-phenyl-propyl}-piperidine-1-carboxylic acid methyl ester). RXN SMILES: Cl.O1CCOCC1.[C:8]([O:12][C:13]([N:15]1[CH2:20][CH2:19][CH:18]([CH:21]([C:42]2[CH:47]=[CH:46][CH:45]=[CH:44][CH:43]=2)[CH2:22][CH2:23][N:24]2[CH2:31][CH:30]3[CH:26]([CH2:27][N:28]([C:32]([C:34]4[C:35]([CH3:41])=[N:36][CH:37]=[N:38][C:39]=4[CH3:40])=[O:33])[CH2:29]3)[CH2:25]2)[CH2:17][CH2:16]1)=[O:14])(C)(C)C.ClC(OC)=O>C(Cl)Cl>[CH3:8][O:12][C:13]([N:15]1[CH2:20][CH2:19][CH:18]([CH:21]([C:42]2[CH:43]=[CH:44][CH:45]=[CH:46][CH:47]=2)[CH2:22][CH2:23][N:24]2[CH2:25][CH:26]3[CH:30]([CH2:29][N:28]([C:32]([C:34]4[C:35]([CH3:41])=[N:36][CH:37]=[N:38][C:39]=4[CH3:40])=[O:33])[CH2:27]3)[CH2:31]2)[CH2:17][CH2:16]1)=[O:14] |f:0.1|. Reported procedure: HCl-dioxane (1 mL, 4.0 M) was added to 78a (Ar1=Ph, Ar2=4,6-dimethyl-pyrimidin-5-yl, 40 mg, 0.073 mmol). The mixture was stirred at RT for 90 min. The solvent was removed, and the residue was dried in vacuo. Methyl chloroformate (8 μL, 0.10 mmol) was added to a solution of the residue from the deprotection, TEA (16 μL, 0.11 mmol) in DCM (0.5 mL) maintained at 0° C. The reaction mixture was stirred and warmed to RT. The crude product was purified on a preparative TLC plate developed with a 45:55 ... Reactants: CO, CC(C)Cn1c(C=O)nc2cnc3ccccc3c21, Cl, CON. Product: CON=Cc1nc2cnc3ccccc3c2n1CC(C)C. Reaction SMILES: [CH3:24][OH:25].[CH3:5][CH:6]([CH2:7][n:8]1[c:9]([CH:21]=[O:22])[n:10][c:11]2[cH:12][n:13][c:14]3[cH:15][cH:16][cH:17][cH:18][c:19]3[c:20]12)[CH3:23].[ClH:1].[O:2]([CH3:3])[NH2:4]>>[O:2]([CH3:3])[N:4]=[CH:21][c:9]1[n:8]([CH2:7][CH:6]([CH3:5])[CH3:23])[c:20]2[c:11]([n:10]1)[cH:12][n:13][c:14]1[cH:15][cH:16][cH:17][cH:18][c:19]12. Reactants: FC1=C(C=CC(=C1)I)N (2-fluoro-4-iodo-phenylamine), [Li+].C[Si](C)(C)[N-][Si](C)(C)C (LHMDS), C(C=C)OC1=C(C(=C(C(=C1)F)F)F)[N+](=O)[O-] (1-allyloxy-3,4,5-trifluoro-2-nitrobenzene). Run in C1CCOC1 (THF), C1CCOC1 (THF), C(C)(=O)OCC (ethyl acetate). Run at temperature -78 celsius, time 1 hour. Yields the product C(C=C)OC=1C(=C(C(=C(C1)F)F)NC1=C(C=C(C=C1)I)F)[N+](=O)[O-] ((3-allyloxy-5,6-difluoro-2-nitro-phenyl)-(2-fluoro-4-iodo-phenyl)-amine). The yield is 43.5%. RXN SMILES: [F:1][C:2]1[CH:7]=[C:6]([I:8])[CH:5]=[CH:4][C:3]=1[NH2:9].[Li+].C[Si]([N-][Si](C)(C)C)(C)C.[CH2:20]([O:23][C:24]1[CH:29]=[C:28]([F:30])[C:27]([F:31])=[C:26](F)[C:25]=1[N+:33]([O-:35])=[O:34])[CH:21]=[CH2:22]>C1COCC1.C(OCC)(=O)C>[CH2:20]([O:23][C:24]1[C:25]([N+:33]([O-:35])=[O:34])=[C:26]([NH:9][C:3]2[CH:4]=[CH:5][C:6]([I:8])=[CH:7][C:2]=2[F:1])[C:27]([F:31])=[C:28]([F:30])[CH:29]=1)[CH:21]=[CH2:22] |f:1.2|. Reported procedure: To a solution of 2-fluoro-4-iodo-phenylamine (1.1 g, 4.6 mmol) in THF (50 mL) was dropwise added LHMDS solution (6.0 mL, 6.0 mmol, 1 M in THF) at −78° C. After stirring for 1 h at −78° C., a solution of 1-allyloxy-3,4,5-trifluoro-2-nitrobenzene (1.2 g, 5.1 mmol) in THF (10 mL) was dropwise added into the reaction mixture. The reaction mixture was stirred at −78° C. for additional 1 h and brought to room temperature and stirred for 16 h. The progress of reaction was monitored by 1H NMR. After com... The reactants are O=C([O-])[O-], C1CCOC1, COC(=O)c1c(-c2ccccc2)c2cc(Br)ccc2c(=O)n1Cc1ccc(C(=O)OC(C)(C)C)cc1, CB(O)O, Cc1ccccc1, [K+], [K+], O, c1ccc(P(c2ccccc2)(c2ccccc2)[Pd](P(c2ccccc2)(c2ccccc2)c2ccccc2)(P(c2ccccc2)(c2ccccc2)c2ccccc2)P(c2ccccc2)(c2ccccc2)c2ccccc2)cc1. Yields the product COC(=O)c1c(-c2ccccc2)c2cc(C)ccc2c(=O)n1Cc1ccc(C(=O)OC(C)(C)C)cc1. As a reaction SMILES: [C:41](=[O:42])([O-:43])[O-:44].[CH2:132]1[O:133][CH2:134][CH2:135][CH2:136]1.[CH3:1][O:2][C:3](=[O:4])[c:5]1[n:6]([CH2:23][c:24]2[cH:25][cH:26][c:27]([C:30](=[O:31])[O:32][C:33]([CH3:34])([CH3:35])[CH3:36])[cH:28][cH:29]2)[c:7](=[O:22])[c:8]2[cH:9][cH:10][c:11]([Br:21])[cH:12][c:13]2[c:14]1-[c:15]1[cH:16][cH:17][cH:18][cH:19][cH:20]1.[CH3:37][B:38]([OH:39])[OH:40].[CH3:47][c:48]1[cH:49][cH:50][cH:51][cH:52][cH:53]1.[K+:45].[K+:46].[OH2:131].[cH:54]1[cH:55][cH:56][c:57]([P:58]([Pd:59]([P:60]([c:61]2[cH:62][cH:63][cH:64][cH:65][cH:66]2)([c:67]2[cH:68][cH:69][cH:70][cH:71][cH:72]2)[c:73]2[cH:74][cH:75][cH:76][cH:77][cH:78]2)([P:79]([c:80]2[cH:81][cH:82][cH:83][cH:84][cH:85]2)([c:86]2[cH:87][cH:88][cH:89][cH:90][cH:91]2)[c:92]2[cH:93][cH:94][cH:95][cH:96][cH:97]2)[P:98]([c:99]2[cH:100][cH:101][cH:102][cH:103][cH:104]2)([c:105]2[cH:106][cH:107][cH:108][cH:109][cH:110]2)[c:111]2[cH:112][cH:113][cH:114][cH:115][cH:116]2)([c:117]2[cH:118][cH:119][cH:120][cH:121][cH:122]2)[c:123]2[cH:124][cH:125][cH:126][cH:127][cH:128]2)[cH:129][cH:130]1>>[CH3:1][O:2][C:3](=[O:4])[c:5]1[n:6]([CH2:23][c:24]2[cH:25][cH:26][c:27]([C:30](=[O:31])[O:32][C:33]([CH3:34])([CH3:35])[CH3:36])[cH:28][cH:29]2)[c:7](=[O:22])[c:8]2[cH:9][cH:10][c:11]([CH3:37])[cH:12][c:13]2[c:14]1-[c:15]1[cH:16][cH:17][cH:18][cH:19][cH:20]1. The reactants are N(=[N+]=[N-])CCN1CC2(CC3=CC(=C(C(=C13)C)C)OC)CCC2 (1′-(2-azidoethyl)-6′-methoxy-7′,8′-dimethyl-2′,4′-dihydro-1′H-spiro[cyclobutane-1,3′-quinoline]), C(C)OC(C)=O (ethylacetate). The reagents and catalysts are [Pd] (Pd/C). Run in CO (methanol). Reaction conditions: time 1 hour. The product is COC=1C=C2CC3(CN(C2=C(C1C)C)CCN)CCC3 (2-(6′-methoxy-7′,8′-dimethyl-2′,4′-dihydro-1′H-spiro[cyclobutane-1,3′-quinoline]-1′-yl)ethanamine). Isolated yield 89.5%. As a reaction SMILES: [N:1]([CH2:4][CH2:5][N:6]1[C:15]2[C:10](=[CH:11][C:12]([O:18][CH3:19])=[C:13]([CH3:17])[C:14]=2[CH3:16])[CH2:9][C:8]2([CH2:22][CH2:21][CH2:20]2)[CH2:7]1)=[N+]=[N-].C(OC(=O)C)C>CO.[Pd]>[CH3:19][O:18][C:12]1[CH:11]=[C:10]2[C:15](=[C:14]([CH3:16])[C:13]=1[CH3:17])[N:6]([CH2:5][CH2:4][NH2:1])[CH2:7][C:8]1([CH2:20][CH2:21][CH2:22]1)[CH2:9]2. Procedure details: A solution of 6′-methoxy-7′,8′-dimethyl-2′,4′-dihydro-1′H-spiro[cyclobutane-1,3′-quinoline] (1.12 g), 1,2-dibromoethane (2 mL) and Cs2CO3 (3.16 9) in DMF (7 mL) was heated in a bath of 110° C. for 6 hours. The mixture was cooled, water was added, and extracted with dichloromethane. The organic phase was then washed with brine, dried and evaporated. The residue was passed through a column (Hexane/EtOAc, 10:0.6) to give 1′-(2-bromoethyl)-6′-methoxy-7′,8′-dimethyl-2′,4′-dihydro-1′H-spiro[cyclobutan... Reactants: CCOC(C)=O, O=C(OO)c1cccc(Cl)c1, [Na+], [Na+], O=C([O-])[O-], c1ccc(C2Cn3c(nc4ccccc43)S2)cc1. The product is O=S1c2nc3ccccc3n2CC1c1ccccc1. RXN SMILES: [CH3:36][CH2:37][O:38][C:39](=[O:40])[CH3:41].[Cl:19][c:20]1[cH:21][c:22]([C:27](=[O:24])[O:28][OH:29])[cH:23][cH:25][cH:26]1.[Na+:30].[Na+:31].[O-:32][C:33](=[O:34])[O-:35].[c:1]1([CH:7]2[CH2:8][n:9]3[c:10]([n:11][c:12]4[c:13]3[cH:14][cH:15][cH:16][cH:17]4)[S:18]2)[cH:2][cH:3][cH:4][cH:5][cH:6]1>>[c:1]1([CH:7]2[CH2:8][n:9]3[c:10]([n:11][c:12]4[c:13]3[cH:14][cH:15][cH:16][cH:17]4)[S:18]2=[O:24])[cH:2][cH:3][cH:4][cH:5][cH:6]1.